From a dataset of the Open Reaction Database (ORD), a public repository of structured organic reaction records. describe an organic reaction: reactants, conditions, products, and yield Reactants: ClC1=C(C=C2CCNC2=C1)SC (6-Chloro-5-methylthioindoline), N1=CC(=CC=C1)N=C=O (3-pyridylisocyanate). Product: ClC1=C(C=C2CCN(C2=C1)C(NC=1C=NC=CC1)=O)SC (6-Chloro-5-methylthio-1-(3-pyridylcarbamoyl)indoline). Yield: 81.0%. RXN SMILES: [Cl:1][C:2]1[CH:10]=[C:9]2[C:5]([CH2:6][CH2:7][NH:8]2)=[CH:4][C:3]=1[S:11][CH3:12].[N:13]1[CH:18]=[CH:17][CH:16]=[C:15]([N:19]=[C:20]=[O:21])[CH:14]=1>>[Cl:1][C:2]1[CH:10]=[C:9]2[C:5]([CH2:6][CH2:7][N:8]2[C:20](=[O:21])[NH:19][C:15]2[CH:14]=[N:13][CH:18]=[CH:17][CH:16]=2)=[CH:4][C:3]=1[S:11][CH3:12]. Reported procedure: 6-Chloro-5-methylthioindoline (D48) (0.70 g, 3.51 mmol) was treated with 3-pyridylisocyanate as in the procedure described in Example 1. The crude product was recrystallised from ethanol/diethyl ether to give the title compound (0.91 g, 81%) as a white crystalline solid m.p. 241°-242° C. Reactants: ClCCOC1=C(C=C2C(=C(C=NC2=C1)C#N)NC1=CC=C2C=NNC2=C1)OC (7-(2-chloro-ethoxy)-4-(1H-indazol-6-ylamino)-6-methoxy-quinoline-3-carbonitrile), product, N(CCO)CCO (diethanolamine), [I-].[Na+] (sodium iodide). Run in COCCOC (DME). Reaction conditions: temperature 135 celsius. Product: OCCN(CCOC1=C(C=C2C(=C(C=NC2=C1)C#N)NC1=CC=C2C=NNC2=C1)OC)CCO (7-{2-[Bis-(2-hydroxy-ethyl)-amino]-ethoxy}-4-(1H-indazol-6-ylamino)-6-methoxy-quinoline-3-carbonitrile). RXN SMILES: Cl[CH2:2][CH2:3][O:4][C:5]1[CH:14]=[C:13]2[C:8]([C:9]([NH:17][C:18]3[CH:26]=[C:25]4[C:21]([CH:22]=[N:23][NH:24]4)=[CH:20][CH:19]=3)=[C:10]([C:15]#[N:16])[CH:11]=[N:12]2)=[CH:7][C:6]=1[O:27][CH3:28].[NH:29]([CH2:33][CH2:34][OH:35])[CH2:30][CH2:31][OH:32].[I-].[Na+]>COCCOC>[OH:32][CH2:31][CH2:30][N:29]([CH2:33][CH2:34][OH:35])[CH2:2][CH2:3][O:4][C:5]1[CH:14]=[C:13]2[C:8]([C:9]([NH:17][C:18]3[CH:26]=[C:25]4[C:21]([CH:22]=[N:23][NH:24]4)=[CH:20][CH:19]=3)=[C:10]([C:15]#[N:16])[CH:11]=[N:12]2)=[CH:7][C:6]=1[O:27][CH3:28] |f:2.3|. Procedure: Using an analogous procedure to that described in Example 157, 196.5 mg (0.5 mmol) of the 7-(2-chloro-ethoxy)-4-(1H-indazol-6-ylamino)-6-methoxy-quinoline-3-carbonitrile, 525.7 mg (5.0 mmol) of diethanolamine and 75.0 mg (0.5 mmol) of sodium iodide in 6 mL of DME was heated at 135° C. for 15 hr. The work up gave 109.1 mg (47.2%) of the product as a yellow solid, m.p. 150° C. (dec.), mass (electrospray, m/e): M+H 463.0. Starting materials: CN(C)c1nc(NCC2CCC(CNC(=O)OC(C)(C)C)CC2)nc2ccccc12, CCOC(C)=O, CCN(C(C)C)C(C)C, ClCCl, Cl, O=C(Cl)c1ccccc1OC(F)(F)F. Reaction SMILES: [C:1]([O:2][C:6]([NH:7][CH2:8][CH:9]1[CH2:10][CH2:11][CH:12]([CH2:15][NH:16][c:17]2[n:18][c:19]3[cH:20][cH:21][cH:22][cH:23][c:24]3[c:25]([N:27]([CH3:28])[CH3:29])[n:26]2)[CH2:13][CH2:14]1)=[O:30])([CH3:3])([CH3:4])[CH3:5].[CH3:55][CH2:56][O:57][C:58]([CH3:59])=[O:60].[CH:32]([N:33]([CH:34]([CH3:35])[CH3:36])[CH2:37][CH3:38])([CH3:39])[CH3:40].[Cl:61][CH2:62][Cl:63].[ClH:31].[F:41][C:42]([O:43][c:44]1[c:45]([C:46]([Cl:47])=[O:48])[cH:49][cH:50][cH:51][cH:52]1)([F:53])[F:54]>>[C:6]([NH:7][CH2:8][CH:9]1[CH2:10][CH2:11][CH:12]([CH2:15][NH:16][c:17]2[n:18][c:19]3[cH:20][cH:21][cH:22][cH:23][c:24]3[c:25]([N:27]([CH3:28])[CH3:29])[n:26]2)[CH2:13][CH2:14]1)(=[O:30])[c:45]1[c:44]([O:43][C:42]([F:41])([F:53])[F:54])[cH:52][cH:51][cH:50][cH:49]1. The product is CN(C)c1nc(NCC2CCC(CNC(=O)c3ccccc3OC(F)(F)F)CC2)nc2ccccc12.